This data is from the Open Reaction Database (ORD), a public repository of structured organic reaction records. The task is: describe an organic reaction: reactants, conditions, products, and yield Starting materials: C(C)OC(C(C(=O)OCC)C(CCl)=O)=O (2-(chloroacetyl)malonic acid diethyl ester), NC(=S)N (thiourea). The solvent is C(C)O (ethanol). Run at time 2 hour. The product is C(C)OC(C(C(=O)OCC)C=1N=C(SC1)N)=O (2-(2-amino-4-thiazolyl)malonic acid diethyl ester). Isolated yield 79.2%. Reaction SMILES: [CH2:1]([O:3][C:4](=[O:15])[CH:5]([C:11](=O)[CH2:12]Cl)[C:6]([O:8][CH2:9][CH3:10])=[O:7])[CH3:2].[NH2:16][C:17]([NH2:19])=[S:18]>C(O)C>[CH2:1]([O:3][C:4](=[O:15])[CH:5]([C:11]1[N:16]=[C:17]([NH2:19])[S:18][CH:12]=1)[C:6]([O:8][CH2:9][CH3:10])=[O:7])[CH3:2]. Reported procedure: To a solution of 2-(chloroacetyl)malonic acid diethyl ester in ethanol (8 parts) is added thiourea (1.9 equivalents). After stirring at room temperature for 2 hours, the mixture is let stand overnight. The reaction mixture is concentrated, diluted with water, and neutralized with aqueous sodium hydrogen carbonate to give 2-(2-amino-4-thiazolyl)malonic acid diethyl ester. Yield: 79.2%. mp. 99.5°-100.5° C. Reactants: C[C@@H]1NC[C@H](NC1)C (Trans-2,5-dimethylpiperazine), ClS(=O)(=O)C=1C=C(C(=O)O)C=CC1 (m-chlorosulfonylbenzoic acid), [OH-].[Na+] (sodium hydroxide). Run in O (water). Yields the product C(=O)(O)C=1C=C(C=CC1)S(=O)(=O)N1C(CN(C(C1)C)S(=O)(=O)C1=CC(=CC=C1)C(=O)O)C (1,4-bis(m-carboxyphenylsulfonyl)-2,5-dimethylpiperazine). RXN SMILES: [CH3:1][C@H:2]1[CH2:7][NH:6][C@H:5]([CH3:8])[CH2:4][NH:3]1.Cl[S:10]([C:13]1[CH:14]=[C:15]([CH:19]=[CH:20][CH:21]=1)[C:16]([OH:18])=[O:17])(=[O:12])=[O:11].[OH-:22].[Na+]>O>[C:16]([C:15]1[CH:14]=[C:13]([S:10]([N:3]2[CH2:4][CH:5]([CH3:8])[N:6]([S:10]([C:13]3[CH:21]=[CH:20][CH:19]=[C:15]([C:16]([OH:18])=[O:17])[CH:14]=3)(=[O:11])=[O:22])[CH2:7][CH:2]2[CH3:1])(=[O:12])=[O:11])[CH:21]=[CH:20][CH:19]=1)([OH:18])=[O:17] |f:2.3|. Reported procedure: Binder 15 was prepared as follows: Trans-2,5-dimethylpiperazine in water at 50° C. was treated with slightly more than two molar equivalents of m-chlorosulfonylbenzoic acid and five molar equivalents of aqueous sodium hydroxide. Acidification gave 1,4-bis(m-carboxyphenylsulfonyl)-2,5-dimethylpiperazine which was recrystallized from aqueous ethanol. The dimethyl ester was made by boiling the acid for 24 hours in methanol to which some hydrogen chloride has been added. Recrystallization from 2:1 d... Reactants: Cl (HCl), COC(=O)C1=C(C=C(C=C1)C1=CC(=C(C=C1)C(C(C(F)(F)F)(C=1C=CC2=C(N(C(O2)=O)C)C1)O)C)Cl)F (3′-Chloro-3-fluoro-4′-[3,3,3-trifluoro-2-hydroxy-1-methyl-2-(3-methyl-2-oxo-2,3-dihydro-benzooxazol-5-yl)-propyl]-biphenyl-4-carboxylic acid methyl ester), ice water, [Li+].[OH-] (LiOH). The solvent is C1CCOC1 (THF). Reaction conditions: time 6 hour. The product is ClC=1C=C(C=CC1C(C(C(F)(F)F)(C=1C=CC2=C(N(C(O2)=O)C)C1)O)C)C1=CC(=C(C=C1)C(=O)O)F (3′-Chloro-3-fluoro-4′-[3,3,3-trifluoro-2-hydroxy-1-methyl-2-(3-methyl-2-oxo-2,3-dihydro-benzooxazol-5-yl)-propyl]-biphenyl-4-carboxylic acid). RXN SMILES: C[O:2][C:3]([C:5]1[CH:10]=[CH:9][C:8]([C:11]2[CH:16]=[CH:15][C:14]([CH:17]([CH3:35])[C:18]([OH:34])([C:23]3[CH:24]=[CH:25][C:26]4[O:30][C:29](=[O:31])[N:28]([CH3:32])[C:27]=4[CH:33]=3)[C:19]([F:22])([F:21])[F:20])=[C:13]([Cl:36])[CH:12]=2)=[CH:7][C:6]=1[F:37])=[O:4].[Li+].[OH-].Cl>C1COCC1>[Cl:36][C:13]1[CH:12]=[C:11]([C:8]2[CH:9]=[CH:10][C:5]([C:3]([OH:4])=[O:2])=[C:6]([F:37])[CH:7]=2)[CH:16]=[CH:15][C:14]=1[CH:17]([CH3:35])[C:18]([OH:34])([C:23]1[CH:24]=[CH:25][C:26]2[O:30][C:29](=[O:31])[N:28]([CH3:32])[C:27]=2[CH:33]=1)[C:19]([F:22])([F:21])[F:20] |f:1.2|. Reported procedure: 3′-Chloro-3-fluoro-4′-[3,3,3-trifluoro-2-hydroxy-1-methyl-2-(3-methyl-2-oxo-2,3-dihydro-benzooxazol-5-yl)-propyl]-biphenyl-4-carboxylic acid methyl ester (435 mg, obtained in Example 117) was dissolved in THF (15 mL) followed by the addition of aqueous LiOH solution (1.0M, 1.21 mL). The mixture was stirred at r.t. for 6 hours. The reaction mixture was poured into ice/water and acified with 1M aqueous HCl to pH 1. The aqueous layer was extracted two times with ethylacetate. The combined organic l... Starting materials: CN1C(=O)CN(N)C(c2ccccc2)c2cc(Cl)ccc21, O=Cc1ccccc1, c1ccccc1. Yields the product CN1C(=O)CN(N=Cc2ccccc2)C(c2ccccc2)c2cc(Cl)ccc21. RXN SMILES: [CH3:9][N:10]1[C:11](=[O:29])[CH2:12][N:13]([NH2:28])[CH:14]([c:22]2[cH:23][cH:24][cH:25][cH:26][cH:27]2)[c:15]2[c:16]1[cH:17][cH:18][c:19]([Cl:21])[cH:20]2.[CH:1](=[O:2])[c:3]1[cH:4][cH:5][cH:6][cH:7][cH:8]1.[cH:30]1[cH:31][cH:32][cH:33][cH:34][cH:35]1>>[CH:1]([c:3]1[cH:4][cH:5][cH:6][cH:7][cH:8]1)=[N:28][N:13]1[CH2:12][C:11](=[O:29])[N:10]([CH3:9])[c:16]2[c:15]([cH:20][c:19]([Cl:21])[cH:18][cH:17]2)[CH:14]1[c:22]1[cH:23][cH:24][cH:25][cH:26][cH:27]1. Starting materials: O=[O+][O-] (Ozone), BrC1=CC=C(C=2C=C(OC21)C)F (7-bromo-4-fluoro-2-methylbenzofuran), CSC (dimethyl sulfide). Run at time 30 minute. Product: BrC=1C(=C(C=O)C(=CC1)F)O (3-bromo-6-fluoro-2-hydroxy-benzaldehyde). The yield is 98.0%. As a reaction SMILES: [O:1]=[O+][O-].[Br:4][C:5]1[C:13]2[O:12]C(C)=[CH:10][C:9]=2[C:8]([F:15])=[CH:7][CH:6]=1.CSC>>[Br:4][C:5]1[C:13]([OH:12])=[C:9]([C:8]([F:15])=[CH:7][CH:6]=1)[CH:10]=[O:1]. Procedure details: Ozone was conducted into a solution of 8.0 g (35 mmol) of 7-bromo-4-fluoro-2-methylbenzofuran at -78° C. until the colour became blue. Subsequently, argon was conducted through the solution which was then treated at -78° C. with 13 ml of dimethyl sulfide. After warming to room temperature the solution was concentrated in a vacuum and the residue was dissolved in 50 ml of ethanol. After the addition of 50 ml of 3% sodium hydrogen carbonate solution the mixture was stirred at 70° for 30 minutes. S...